From a dataset of the Open Reaction Database (ORD), a public repository of structured organic reaction records. describe an organic reaction: reactants, conditions, products, and yield Starting materials: CN(C)C=O, [Cl-], CN(C)c1ccc(-c2cc(=O)c3c(NC(=O)C(C)(C)C)c(F)cc(F)c3o2)cc1F, [H-], OCCCCCCI, [NH4+], [Na+], C1CCC(OC2CCCCO2)OC1. Yields the product CN(C)c1ccc(-c2cc(=O)c3c(NCCCCCCO)c(F)cc(F)c3o2)cc1F. Reaction SMILES: [CH3:56][N:57]([CH3:58])[CH:59]=[O:60].[Cl-:54].[F:1][c:2]1[cH:3][c:4]([F:30])[c:5]2[c:6]([c:7](=[O:21])[cH:8][c:9](-[c:11]3[cH:12][c:13]([F:20])[c:14]([N:17]([CH3:18])[CH3:19])[cH:15][cH:16]3)[o:10]2)[c:22]1[NH:23][C:24](=[O:25])[C:26]([CH3:27])([CH3:28])[CH3:29].[H-:31].[I:46][CH2:47][CH2:48][CH2:49][CH2:50][CH2:51][CH2:52][OH:53].[NH4+:55].[Na+:32].[O:33]1[CH2:34][CH2:35][CH2:36][CH2:37][CH:38]1[O:39][CH:40]1[CH2:41][CH2:42][CH2:43][CH2:44][O:45]1>>[F:1][c:2]1[cH:3][c:4]([F:30])[c:5]2[c:6]([c:7](=[O:21])[cH:8][c:9](-[c:11]3[cH:12][c:13]([F:20])[c:14]([N:17]([CH3:18])[CH3:19])[cH:15][cH:16]3)[o:10]2)[c:22]1[NH:23][CH2:47][CH2:48][CH2:49][CH2:50][CH2:51][CH2:52][OH:53].